This data is from the Open Reaction Database (ORD), a public repository of structured organic reaction records. The task is: describe an organic reaction: reactants, conditions, products, and yield Solvent: C1CCOC1 (THF), [Cl-].[Na+].O (Brine), CCOCC.C1CCOC1 (Et2O THF), O (water), C(C)OCC (diethyl ether). Reported procedure: The organoborane reagent 8 was prepared according to the procedure of Brown and Bhat5. To a stirred mixture of t-BuOK (1.15 g, 10.2 mmol) and trans-2-butene (4.0 mL, 44 mmol) in THF (8 mL) maintained at -78° C., was added BuLi (4.10 mL, 10.2 mmol, 2.5 M in hexanes). The mixture was then kept at -60° C. for 10 min and cooled to -93° C., at which time (+)-(E)-crotyldiisopinocampheylborane (8) (3.89 g, 12.3 mmol) in diethyl ether (14 mL) was added dropwise over a period of 18 min. The reaction mixt... Isolated yield 66.3%. Reaction conditions: temperature -78 celsius, time 10 minute. Starting materials: B(F)(F)F.CCOCC (boron trifluoride etherate), CC(C)(C)[O-].[K+] (t-BuOK), C\C=C\C (trans-2-butene), [Li]CCCC (BuLi), OC1=C2C(=C3C(=CC(OC3=C1C=O)=O)CCC)OC(C=C2)(C)C (5-Hydroxy-2,2-dimethyl-8-oxo-10-propyl-2H,8H-pyrano[2,3-f]chromene-6-carbaldehyde), [Na] (sodium), ( 8 ). As a reaction SMILES: CC([O-])(C)C.[K+].[CH3:7]/[CH:8]=[CH:9]/[CH3:10].[Li]CCCC.B(F)(F)F.CCOCC.[OH:25][C:26]1[C:35]([CH:36]=[O:37])=[C:34]2[C:29]([C:30]([CH2:39][CH2:40][CH3:41])=[CH:31][C:32](=[O:38])[O:33]2)=[C:28]2[O:42][C:43]([CH3:47])([CH3:46])[CH:44]=[CH:45][C:27]=12.[Na]>C1COCC1.C(OCC)C.[Cl-].[Na+].O.O.CCOCC.C1COCC1>[OH:25][C:26]1[C:35]([C@H:36]([OH:37])[C@H:9]([CH3:10])[CH:8]=[CH2:7])=[C:34]2[C:29]([C:30]([CH2:39][CH2:40][CH3:41])=[CH:31][C:32](=[O:38])[O:33]2)=[C:28]2[O:42][C:43]([CH3:46])([CH3:47])[CH:44]=[CH:45][C:27]=12 |f:0.1,4.5,10.11.12,14.15,^1:47|. Yields the product organoborane, OC1=C2C(=C3C(=CC(OC3=C1[C@@H]([C@@H](C=C)C)O)=O)CCC)OC(C=C2)(C)C ((+)-5-Hydroxy-6-[(1R,2R)-1-hydroxy-2-methylbut-3-enyl]-2,2-dimethyl-10-propyl-2H-pyrano[2,3-f]chromene-8-one). Starting materials: BrC=1C=C(C=CC1)C1(N=C(C2=CC=CC=C12)N)C=1C=NC=C(C1)F (1-(3-Bromophenyl)-1-(5-fluoropyridin-3-yl)-1H-isoindol-3-amine), N1=CN=CC(=C1)B(O)O (pyrimidine-5-boronic acid). Yields the product FC=1C=C(C=NC1)C1(N=C(C2=CC=CC=C12)N)C1=CC(=CC=C1)C=1C=NC=NC1 (1-(5-Fluoropyridin-3-yl)-1-(3-pyrimidin-5-ylphenyl)-1H-isoindol-3-amine). Yield: 41.0%. As a reaction SMILES: Br[C:2]1[CH:3]=[C:4]([C:8]2([C:18]3[CH:19]=[N:20][CH:21]=[C:22]([F:24])[CH:23]=3)[C:16]3[C:11](=[CH:12][CH:13]=[CH:14][CH:15]=3)[C:10]([NH2:17])=[N:9]2)[CH:5]=[CH:6][CH:7]=1.[N:25]1[CH:30]=[C:29](B(O)O)[CH:28]=[N:27][CH:26]=1>>[F:24][C:22]1[CH:23]=[C:18]([C:8]2([C:16]3[CH:11]=[CH:12][CH:13]=[C:14]([C:29]4[CH:30]=[N:25][CH:26]=[N:27][CH:28]=4)[CH:15]=3)[C:4]3[C:3](=[CH:2][CH:7]=[CH:6][CH:5]=3)[C:10]([NH2:17])=[N:9]2)[CH:19]=[N:20][CH:21]=1. Procedure: The title compound was synthesized from 1-(3-bromophenyl)-1-(5-fluoropyridin-3-yl)-1H-isoindol-3-amine (Example 123) as described in Example 67 Scheme #10, D in 41% yield using pyrimidine-5-boronic acid. 1H NMR (DMSO-d6) δ 9.18 (s, 1 H), 9.04 (s, 2 H), 8.49 (t, J=1.77 Hz, 1 H), 8.45 (d, J=2.53 Hz, 1 H), 8.08-8.02 (m, 1 H), 7.90-7.80 (m, 1 H), 7.74-7.64 (m, 2 H), 7.62-7.43 (m, 5 H), 6.98 (br s, 2 H); MS (ESI) m/z 382 [M+1]+. Starting materials: C(C)OC(CNC(=O)C1=NC(=NC(=C1OCC1=CC=CC=C1)C)CC1CCN(CC1)C1=NC=C(C=C1)Br)=O (ethyl({[5-(benzyloxy)-2-{[1-(5-bromopyridin-2-yl)piperidin-4-yl]methyl}-6-methylpyrimidin-4-yl]carbonyl}amino)acetate), BrC1=CC(=C(CO[Si](C)(C)C(C)(C)C)C=C1)F ([(4-bromo-2-fluorobenzyl)oxy](tert-butyl)dimethylsilane). Yields the product FC=1C=C(C=CC1CO)C=1C=CC(=NC1)N1CCC(CC1)CC1=NC(=C(C(=N1)C(=O)NCC(=O)O)O)C ([({2-[(1-{5-[3-Fluoro-4-(hydroxymethyl)phenyl]pyridin-2-yl}piperidin-4-yl)methyl]-5-hydroxy-6-methylpyrimidin-4-yl}carbonyl)amino]acetic acid). The yield is 21.0%. Reaction SMILES: C([O:3][C:4](=[O:38])[CH2:5][NH:6][C:7]([C:9]1[C:14]([O:15]CC2C=CC=CC=2)=[C:13]([CH3:23])[N:12]=[C:11]([CH2:24][CH:25]2[CH2:30][CH2:29][N:28]([C:31]3[CH:36]=[CH:35][C:34](Br)=[CH:33][N:32]=3)[CH2:27][CH2:26]2)[N:10]=1)=[O:8])C.Br[C:40]1[CH:54]=[CH:53][C:43]([CH2:44][O:45][Si](C(C)(C)C)(C)C)=[C:42]([F:55])[CH:41]=1>>[F:55][C:42]1[CH:41]=[C:40]([C:34]2[CH:35]=[CH:36][C:31]([N:28]3[CH2:27][CH2:26][CH:25]([CH2:24][C:11]4[N:10]=[C:9]([C:7]([NH:6][CH2:5][C:4]([OH:3])=[O:38])=[O:8])[C:14]([OH:15])=[C:13]([CH3:23])[N:12]=4)[CH2:30][CH2:29]3)=[N:32][CH:33]=2)[CH:54]=[CH:53][C:43]=1[CH2:44][OH:45]. Reported procedure: In accordance with Examples 19-(2), 1-(10), 22-(4) and 1-(13), but using ethyl({[5-(benzyloxy)-2-{[1-(5-bromopyridin-2-yl)piperidin-4-yl]methyl}-6-methylpyrimidin-4-yl]carbonyl}amino)acetate instead of tert-butyl 5-(benzyloxy)-2-{[1-(5-bromopyridin-2-yl)piperidin-4-yl]methyl}-6-methylpyrimidine-4-carboxylate, and [(4-bromo-2-fluorobenzyl)oxy](tert-butyl)dimethylsilane instead of tert-butyl[(4-iodobenzyl)oxy]dimethylsilane, the title compound (yield 21%) was afforded as a white solid. Starting materials: O (water), C1(=CC=C(C=C1)C1C(CCCC1)O)C (rac-2-p-tolyl-cyclohexanol), solution, CC(=O)OI1(C=2C=CC=CC2C(=O)O1)(OC(=O)C)OC(=O)C (Dess-Martin periodinane). Solvent: COC(C)(C)C (tert.-butyl methyl ether), ClCCl (dichloromethane), ClCCl (dichloromethane), ClCCl (dichloromethane). Run at time 30 minute. The product is C1(=CC=C(C=C1)C1C(CCCC1)=O)C (rac-2-p-Tolyl-cyclohexanone). RXN SMILES: [C:1]1([CH3:14])[CH:6]=[CH:5][C:4]([CH:7]2[CH2:12][CH2:11][CH2:10][CH2:9][CH:8]2[OH:13])=[CH:3][CH:2]=1.CC(OI1(OC(C)=O)(OC(C)=O)OC(=O)C2C=CC=CC1=2)=O.O>ClCCl.COC(C)(C)C>[C:1]1([CH3:14])[CH:2]=[CH:3][C:4]([CH:7]2[CH2:12][CH2:11][CH2:10][CH2:9][C:8]2=[O:13])=[CH:5][CH:6]=1. Procedure: To a solution of 3.00 g (15.8 mmol) rac-2-p-tolyl-cyclohexanol in 60 ml dichloromethane were added drop-wise 51.84 g (18.3 mmol) of a 15% solution of Dess-Martin periodinane [1,1,1-tris(acetyloxy)-1,1-dihydro-1,2-benziodoxol-3-(1H)-one] in dichloromethane, and then drop-wise a solution of 300 μl water in 300 ml dichloromethane within 30 min. The resulting solution was stirred for further 30 min. at ambient temperature. Then the reaction mixture was diluted with 350 ml tert.-butyl methyl ether an...